This data is from the Open Reaction Database (ORD), a public repository of structured organic reaction records. The task is: describe an organic reaction: reactants, conditions, products, and yield Starting materials: Cl.ClC1=C2C(=NC(=C1)C1=CC(=CC=C1)Cl)CCC2 (4-chloro-2-(3-chlorophenyl)-6,7-dihydro-5H-cyclopenta[b]pyridine hydrochloride), NC1CCC(CC1)CCO (2-(4-aminocyclohexyl)ethanol), hydrochloride salt. Product: Cl.ClC=1C=C(C=CC1)C1=CC(=C2C(=N1)CCC2)N[C@@H]2CC[C@H](CC2)CCO (Trans-2-(4-((2-(3-chlorophenyl)-6,7-dihydro-5H-cyclopenta[b]pyridin-4-yl)amino)cyclohexyl)ethanol hydrochloride). Yield: 4.3%. As a reaction SMILES: Cl.[Cl:2][C:3]1[CH:8]=[C:7]([C:9]2[CH:14]=[CH:13][CH:12]=[C:11]([Cl:15])[CH:10]=2)[N:6]=[C:5]2[CH2:16][CH2:17][CH2:18][C:4]=12.[NH2:19][CH:20]1[CH2:25][CH2:24][CH:23]([CH2:26][CH2:27][OH:28])[CH2:22][CH2:21]1>>[ClH:2].[Cl:15][C:11]1[CH:10]=[C:9]([C:7]2[N:6]=[C:5]3[CH2:16][CH2:17][CH2:18][C:4]3=[C:3]([NH:19][C@H:20]3[CH2:25][CH2:24][C@H:23]([CH2:26][CH2:27][OH:28])[CH2:22][CH2:21]3)[CH:8]=2)[CH:14]=[CH:13][CH:12]=1 |f:0.1,3.4|. Reported procedure: Following general procedure B2, 4-chloro-2-(3-chlorophenyl)-6,7-dihydro-5H-cyclopenta[b]pyridine hydrochloride (0.102 g, 0.34 mmol) was reacted with 2-(4-aminocyclohexyl)ethanol (0.140 g, 1.0 mmol), followed by formation of the hydrochloride salt to afford the title compound (0.006 g, 4%) as a white solid. MW=407.38. 1H NMR (DMSO-d6, 500 MHz) δ 13.48 (s, 1H), 7.97 (s, 1H), 7.84 (d, J=8.0 Hz, 1H), 7.71-7.51 (m, 3H), 7.09 (s, 1H), 4.34 (br s, 1H), 3.85-3.82 (m, 1H), 3.45 (t, J=6.0 Hz, 2H), 3.06 (t... The reactants are ClC1=CC=C(C=C1)C1=NOC2=C1C=CC(=C2)S (3-(4-chlorophenyl)-6-mercapto-1,2-benzisoxazole), C([O-])([O-])=O.[K+].[K+] (potassium carbonate), C(C)OC(C(C)(C)Br)=O (ethyl-2-bromo-2-methylpropionate). Run in CN(C=O)C (dimethylformamide). Reaction conditions: temperature 60 celsius. Yields the product ClC1=CC=C(C=C1)C1=NOC2=C1C=CC(=C2)SC(C(=O)OCC)(C)C (ethyl 2-{[3-(4-chlorophenyl)-1,2-benzisoxazol-6-yl]thio}-2-methylpropionate). RXN SMILES: [Cl:1][C:2]1[CH:7]=[CH:6][C:5]([C:8]2[C:12]3[CH:13]=[CH:14][C:15]([SH:17])=[CH:16][C:11]=3[O:10][N:9]=2)=[CH:4][CH:3]=1.C(=O)([O-])[O-].[K+].[K+].[CH2:24]([O:26][C:27](=[O:32])[C:28](Br)([CH3:30])[CH3:29])[CH3:25]>CN(C)C=O>[Cl:1][C:2]1[CH:3]=[CH:4][C:5]([C:8]2[C:12]3[CH:13]=[CH:14][C:15]([S:17][C:28]([CH3:30])([CH3:29])[C:27]([O:26][CH2:24][CH3:25])=[O:32])=[CH:16][C:11]=3[O:10][N:9]=2)=[CH:6][CH:7]=1 |f:1.2.3|. Procedure: A mixture of 3.2 g of 3-(4-chlorophenyl)-6-mercapto-1,2-benzisoxazole, 2.52 g of potassium carbonate, 2.39 g of ethyl-2-bromo-2-methylpropionate and 75 ml dimethylformamide is heated at 60° C. for 8 hr. The reaction mixture is poured onto ice/dil hydrochloric acid and extracted with ether. The combined ether extracts are washed with dil sodium hydroxide solution, saturated sodium chloride solution and the solvent is removed in vacuo to afford a yellow oil. The oil is distilled in a Kugelrohr ove... The reactants are ClC1=CC(=C(N=N1)NC)C1=C(C=CC=C1)C ((6-chloro-4-o-tolyl-pyridazin-3-yl)-methyl-amine), ClC1=CC(=C(N=N1)N(C(C1=CC(=CC(=C1)C(F)(F)F)S(=O)(=O)C)=O)C)C1=C(C=C(C=C1)F)OC (N-[6-Chloro-4-(4-fluoro-2-methoxy-phenyl)-pyridazin-3-yl]-3-methanesulfonyl-N-methyl-5-trifluoromethyl-benzamide), ClC1=CC(=C(N=N1)N(C(C1=CC(=CC(=C1)C(F)(F)F)S(=O)(=O)C)=O)C)C1=C(C=C(C=C1)F)OC (N-[6-Chloro-4-(4-fluoro-2-methoxy-phenyl)-pyridazin-3-yl]-3-methanesulfonyl-N-methyl-5-trifluoromethyl-benzamide). The product is ClC1=CC(=C(N=N1)N(C(C1=CC(=CC(=C1)C(F)(F)F)S(=O)(=O)C)=O)C)C1=C(C=CC=C1)C (N-(6-Chloro-4-o-tolyl-pyridazin-3-yl)-3-methanesulfonyl-N-methyl-5-trifluoromethyl-benzamide). RXN SMILES: Cl[C:2]1N=NC(NC)=C(C2C=CC=CC=2C)C=1.[Cl:17][C:18]1[N:23]=[N:22][C:21]([N:24]([CH3:41])[C:25](=[O:40])[C:26]2[CH:31]=[C:30]([C:32]([F:35])([F:34])[F:33])[CH:29]=[C:28]([S:36]([CH3:39])(=[O:38])=[O:37])[CH:27]=2)=[C:20]([C:42]2[CH:47]=[CH:46][C:45](F)=[CH:44][C:43]=2OC)[CH:19]=1>>[Cl:17][C:18]1[N:23]=[N:22][C:21]([N:24]([CH3:41])[C:25](=[O:40])[C:26]2[CH:31]=[C:30]([C:32]([F:35])([F:34])[F:33])[CH:29]=[C:28]([S:36]([CH3:39])(=[O:37])=[O:38])[CH:27]=2)=[C:20]([C:42]2[CH:47]=[CH:46][CH:45]=[CH:44][C:43]=2[CH3:2])[CH:19]=1. Procedure: The title compound was prepared in analogy to example 1, from (6-chloro-4-o-tolyl-pyridazin-3-yl)-methyl-amine and 3-methanesulfonyl-5-trifluoromethyl-benzoic acid (example 1, intermediate d) after a reaction time of 18 hours, applying a second purification step using preparative HPLC (Gemini NX column) with a gradient of methanol:water with 0.05% formic acid (80:20 to 98:2). Colorless foam (23%). MS (ESI+): m/z=484.070 ([M+H]+). Starting materials: Brc1ccc2[nH]c3c(c2c1)CN1CCC3CC1, C=Cc1ccc(C)nc1. Product: Cc1ccc(C=Cc2ccc3[nH]c4c(c3c2)CN2CCC4CC2)cn1. Reaction SMILES: [Br:10][c:11]1[cH:12][c:13]2[c:14]3[c:15]([nH:16][c:17]2[cH:18][cH:19]1)[CH:20]1[CH2:21][CH2:22][N:23]([CH2:24]3)[CH2:25][CH2:26]1.[CH3:1][c:2]1[n:3][cH:4][c:5]([CH:8]=[CH2:9])[cH:6][cH:7]1>>[CH3:1][c:2]1[n:3][cH:4][c:5]([CH:8]=[CH:9][c:11]2[cH:12][c:13]3[c:14]4[c:15]([nH:16][c:17]3[cH:18][cH:19]2)[CH:20]2[CH2:21][CH2:22][N:23]([CH2:24]4)[CH2:25][CH2:26]2)[cH:6][cH:7]1.